describe an organic reaction: reactants, conditions, products, and yield From a dataset of the Open Reaction Database (ORD), a public repository of structured organic reaction records. The reactants are COC=1C=C(C=CC1[N+](=O)[O-])NCCCN1CCCC1 ((3-methoxy-4-nitro-phenyl)-(3-pyrrolidin-1-yl-propyl)-amine), Cl (hydrochloric acid). Reagents/catalysts: [Pd] (palladium on charcoal). The solvent is CO (methanol). Run at time 1 hour. The product is COC1=C(C=CC(=C1)NCCCN1CCCC1)N (2-methoxy-N4-(3-pyrrolidin-1-yl-propyl)-benzene-1,4-diamine). RXN SMILES: [CH3:1][O:2][C:3]1[CH:4]=[C:5]([NH:12][CH2:13][CH2:14][CH2:15][N:16]2[CH2:20][CH2:19][CH2:18][CH2:17]2)[CH:6]=[CH:7][C:8]=1[N+:9]([O-])=O.Cl>CO.[Pd]>[CH3:1][O:2][C:3]1[CH:4]=[C:5]([NH:12][CH2:13][CH2:14][CH2:15][N:16]2[CH2:17][CH2:18][CH2:19][CH2:20]2)[CH:6]=[CH:7][C:8]=1[NH2:9]. Procedure details: 200 mg (0.716 mmol) (3-methoxy-4-nitro-phenyl)-(3-pyrrolidin-1-yl-propyl)-amine are dissolved in 10 ml of methanol and combined with 537 μl (2.148 mmol) dioxanic hydrochloric acid and 20 mg palladium on charcoal. The reaction mixture is stirred for 1 h at ambient temperature and 5 bar H2 pressure. The catalyst is filtered off and the solvent is eliminated in vacuo. The reactants are COc1cc2ncnc(Cl)c2cc1OC, Clc1ccc2c(c1)NCC2, Cl, N#N, c1ccncc1. RXN SMILES: [Cl:18][c:19]1[n:20][cH:21][n:22][c:23]2[cH:24][c:25]([O:31][CH3:32])[c:26]([O:29][CH3:30])[cH:27][c:28]12.[Cl:2][c:3]1[cH:4][cH:5][c:6]2[c:10]([cH:11]1)[NH:9][CH2:8][CH2:7]2.[ClH:1].[N:33]#[N:34].[cH:12]1[cH:13][cH:14][n:15][cH:16][cH:17]1>>[Cl:2][c:3]1[cH:4][cH:5][c:6]2[c:10]([cH:11]1)[N:9]([c:19]1[n:20][cH:21][n:22][c:23]3[cH:24][c:25]([O:31][CH3:32])[c:26]([O:29][CH3:30])[cH:27][c:28]13)[CH2:8][CH2:7]2. Yields the product COc1cc2ncnc(N3CCc4ccc(Cl)cc43)c2cc1OC. The reactants are Cl.ClCCC1=C(N=C2N(C1=O)CCCC2)C (3-(2-chloroethyl)-6,7,8,9-tetrahydro-2-methyl-4H-pyrido[1,2-a]pyrimidin-4-one monohydrochloride), Br.Br.N1CC(CC1)NC1=NC2=C(N1CC=1N=CSC1)C=CC=C2 (N-(3-pyrrolidinyl)-1-(4-thiazolylmethyl)-1H-benzimidazol-2-amine dihydrobromide), C([O-])([O-])=O.[Na+].[Na+] (sodium carbonate), [I-].[K+] (potassium iodide), O (water). Solvent: CN(C(C)=O)C (N,N-dimethylacetamide). Run at temperature 100 celsius, time 1.5 hour. Product: C(\C=C\C(=O)O)(=O)O.CC=1N=C2N(C(C1CCN1CC(CC1)NC1=NC3=C(N1CC=1N=CSC1)C=CC=C3)=O)CCCC2 (6,7,8,9-tetrahydro-2-methyl-3-[2-[3-[[1-(4-thiazolylmethyl)-1H-benzimidazol-2-yl]amino]-1-pyrrolidinyl]-ethyl]-4H-pyrido[1,2-a]pyrimidin-4-one (E)-2-butenedioate). The yield is 51.2%. Reaction SMILES: Cl.Cl[CH2:3][CH2:4][C:5]1[C:10](=[O:11])[N:9]2[CH2:12][CH2:13][CH2:14][CH2:15][C:8]2=[N:7][C:6]=1[CH3:16].Br.Br.[NH:19]1[CH2:23][CH2:22][CH:21]([NH:24][C:25]2[N:29]([CH2:30][C:31]3[N:32]=[CH:33][S:34][CH:35]=3)[C:28]3[CH:36]=[CH:37][CH:38]=[CH:39][C:27]=3[N:26]=2)[CH2:20]1.[C:40](=[O:43])([O-:42])[O-].[Na+].[Na+].[I-].[K+].[OH2:48]>CN(C)C(=O)C>[C:10]([OH:11])(=[O:48])/[CH:5]=[CH:6]/[C:40]([OH:42])=[O:43].[CH3:16][C:6]1[N:7]=[C:8]2[CH2:15][CH2:14][CH2:13][CH2:12][N:9]2[C:10](=[O:11])[C:5]=1[CH2:4][CH2:3][N:19]1[CH2:23][CH2:22][CH:21]([NH:24][C:25]2[N:29]([CH2:30][C:31]3[N:32]=[CH:33][S:34][CH:35]=3)[C:28]3[CH:36]=[CH:37][CH:38]=[CH:39][C:27]=3[N:26]=2)[CH2:20]1 |f:0.1,2.3.4,5.6.7,8.9,12.13|. Procedure details: A mixture of 4.2 parts of 3-(2-chloroethyl)-6,7,8,9-tetrahydro-2-methyl-4H-pyrido[1,2-a]pyrimidin-4-one monohydrochloride, 6.9 parts of N-(3-pyrrolidinyl)-1-(4-thiazolylmethyl)-1H-benzimidazol-2-amine dihydrobromide, 9.7 parts of sodium carbonate, 0.1 parts of potassium iodide and 90 parts of N,N-dimethylacetamide was stirred for 1.5 hour at 100° C. After cooling, the reaction mixture was poured into 500 parts of water. The product was extracted three times with dichloromethane. The combined ext... Starting materials: CN(C)C(=O)COc1ccc(CCCCNC(=O)OCc2ccccc2)cc1, CCO. As a reaction SMILES: [CH2:1]([O:2][C:3](=[O:4])[NH:10][CH2:11][CH2:12][CH2:13][CH2:14][c:15]1[cH:16][cH:17][c:18]([O:21][CH2:22][C:23]([N:24]([CH3:25])[CH3:26])=[O:27])[cH:19][cH:20]1)[c:5]1[cH:6][cH:7][cH:8][cH:9][cH:28]1.[CH3:29][CH2:30][OH:31]>>[NH2:10][CH2:11][CH2:12][CH2:13][CH2:14][c:15]1[cH:16][cH:17][c:18]([O:21][CH2:22][C:23]([N:24]([CH3:25])[CH3:26])=[O:27])[cH:19][cH:20]1. Yields the product CN(C)C(=O)COc1ccc(CCCCN)cc1. Reactants: ClC1=CC=C(C=O)C=C1 (4-chlorobenzaldehyde), NOCC(=O)O (amino-oxyacetic acid), C(C)(=O)[O-].[Na+] (sodium acetate). Run in C(C)O (ethanol). Product: ClC1=CC=C(C=NOCC(=O)O)C=C1 ([(4-chlorobenzylidene amino)oxy] acetic acid). RXN SMILES: [Cl:1][C:2]1[CH:9]=[CH:8][C:5]([CH:6]=O)=[CH:4][CH:3]=1.[NH2:10][O:11][CH2:12][C:13]([OH:15])=[O:14].C([O-])(=O)C.[Na+]>C(O)C>[Cl:1][C:2]1[CH:9]=[CH:8][C:5]([CH:6]=[N:10][O:11][CH2:12][C:13]([OH:15])=[O:14])=[CH:4][CH:3]=1 |f:2.3|. Procedure: 4.2 g of 4-chlorobenzaldehyde and 3.3 g of hemihydrochloride of amino-oxyacetic acid were dissolved in 50 ml of 90% ethanol. The solution was mixed with 7.4 g of sodium acetate and then refluxed for 20 minutes. The reaction mixture was subsequently concentrated by evaporation in a vacuum. After an excess of 2N sodium hydroxide had been added, the residue was twice extracted with ether, after which the remaining aqueous solution was acidified with 2N hydrochloric acid and again extracted twice wi... The reactants are ClCCl, CS(=O)(=O)C(=C1CN(C(c2ccc(Cl)cc2)c2ccc(CCl)cc2)C1)c1cc(F)cc(F)c1, [I-], [Na+], c1c[nH]cn1. Yields the product CS(=O)(=O)C(=C1CN(C(c2ccc(Cl)cc2)c2ccc(Cn3ccnc3)cc2)C1)c1cc(F)cc(F)c1. RXN SMILES: [Cl:41][CH2:42][Cl:43].[Cl:6][CH2:7][c:8]1[cH:9][cH:10][c:11]([CH:14]([N:15]2[CH2:16][C:17](=[C:19]([S:20](=[O:21])(=[O:22])[CH3:23])[c:24]3[cH:25][c:26]([F:31])[cH:27][c:28]([F:30])[cH:29]3)[CH2:18]2)[c:32]2[cH:33][cH:34][c:35]([Cl:38])[cH:36][cH:37]2)[cH:12][cH:13]1.[I-:40].[Na+:39].[nH:1]1[cH:2][n:3][cH:4][cH:5]1>>[n:1]1([CH2:7][c:8]2[cH:9][cH:10][c:11]([CH:14]([N:15]3[CH2:16][C:17](=[C:19]([S:20](=[O:21])(=[O:22])[CH3:23])[c:24]4[cH:25][c:26]([F:31])[cH:27][c:28]([F:30])[cH:29]4)[CH2:18]3)[c:32]3[cH:33][cH:34][c:35]([Cl:38])[cH:36][cH:37]3)[cH:12][cH:13]2)[cH:2][n:3][cH:4][cH:5]1.